This data is from the Open Reaction Database (ORD), a public repository of structured organic reaction records. The task is: describe an organic reaction: reactants, conditions, products, and yield Reactants: FC(C=1C=C2C(=CC(=NC2=CC1)NN)C1=C(C=CC=C1)Cl)(F)F (6-(trifluoromethyl)-4-(o-chlorophenyl)-2-hydrazinoquinoline), C(C)C(C([O-])([O-])[O-])(CC)CC (triethylorthoaceate). The solvent is C=1(C(=CC=CC1)C)C (xylene). Yields the product FC(C=1C=C2C(=CC=3N(C2=CC1)C(=NN3)C)C3=C(C=CC=C3)Cl)(F)F (7-(trifluoromethyl)-1-methyl-5-(o-chlorophenyl)-s-triazolo[4,3-a] quinoline). Reaction SMILES: [F:1][C:2]([F:23])([F:22])[C:3]1[CH:4]=[C:5]2[C:10](=[CH:11][CH:12]=1)[N:9]=[C:8]([NH:13][NH2:14])[CH:7]=[C:6]2[C:15]1[CH:20]=[CH:19][CH:18]=[CH:17][C:16]=1[Cl:21].[CH2:24](C(CC)(CC)C([O-])([O-])[O-])[CH3:25]>C1(C)C(C)=CC=CC=1>[F:23][C:2]([F:1])([F:22])[C:3]1[CH:4]=[C:5]2[C:10](=[CH:11][CH:12]=1)[N:9]1[C:24]([CH3:25])=[N:14][N:13]=[C:8]1[CH:7]=[C:6]2[C:15]1[CH:20]=[CH:19][CH:18]=[CH:17][C:16]=1[Cl:21]. Reported procedure: In the manner given in Example 2, 6-(trifluoromethyl)-4-(o-chlorophenyl)-2-hydrazinoquinoline and triethylorthoaceate are refluxed in xylene to give 7-(trifluoromethyl)-1-methyl-5-(o-chlorophenyl)-s-triazolo[4,3-a] quinoline. Reported procedure: 8- Methylisocoumarin -3- carboxylic acid, mp. (EtOH-H2O) 236°-7°, (Found: C, 64.66; H, 3.95. C11H8O4 requires C, 64.70; H, 3.95), was prepared from 2 -carboxy -3- methylbenzaldehyde by an analogous procedure to that described in Example 1. RXN SMILES: [C:1]([C:4]1[C:11]([CH3:12])=[CH:10][CH:9]=[CH:8][C:5]=1[CH:6]=O)([OH:3])=[O:2]>C(O)C.O>[CH3:12][C:11]1[CH:10]=[CH:9][CH:8]=[C:5]2[C:4]=1[C:1](=[O:2])[O:3][C:4]([C:1]([OH:3])=[O:2])=[CH:6]2 |f:1.2|. The reactants are C(=O)(O)C1=C(C=O)C=CC=C1C (2 -carboxy -3- methylbenzaldehyde). The product is CC=1C=CC=C2C=C(OC(=O)C12)C(=O)O (8- Methylisocoumarin -3- carboxylic acid). Run in C(C)O.O (EtOH-H2O).